describe an organic reaction: reactants, conditions, products, and yield From a dataset of the Open Reaction Database (ORD), a public repository of structured organic reaction records. Starting materials: CC(C)[Si](C(C)C)(C(C)C)n1cc(Br)c2ccccc21, Cc1ccccc1, OB(O)C1CC1, C1CCC(P(C2CCCCC2)C2CCCCC2)CC1, [K+], [K+], [K+], CC(=O)[O-], CC(=O)[O-], O, O=P([O-])([O-])[O-], [Pd+2]. The product is CC(C)[Si](C(C)C)(C(C)C)n1cc(C2CC2)c2ccccc21. As a reaction SMILES: [Br:1][c:2]1[cH:3][n:4]([Si:11]([CH:12]([CH3:13])[CH3:14])([CH:15]([CH3:16])[CH3:17])[CH:18]([CH3:19])[CH3:20])[c:5]2[cH:6][cH:7][cH:8][cH:9][c:10]12.[CH3:54][c:55]1[cH:56][cH:57][cH:58][cH:59][cH:60]1.[CH:21]1([B:24]([OH:25])[OH:26])[CH2:22][CH2:23]1.[CH:35]1([P:36]([CH:37]2[CH2:38][CH2:39][CH2:40][CH2:41][CH2:42]2)[CH:43]2[CH2:44][CH2:45][CH2:46][CH2:47][CH2:48]2)[CH2:49][CH2:50][CH2:51][CH2:52][CH2:53]1.[K+:32].[K+:33].[K+:34].[O-:63][C:64]([CH3:65])=[O:66].[O-:67][C:68]([CH3:69])=[O:70].[OH2:61].[P:27]([O-:28])([O-:29])([O-:30])=[O:31].[Pd+2:62]>>[c:2]1([CH:21]2[CH2:22][CH2:23]2)[cH:3][n:4]([Si:11]([CH:12]([CH3:13])[CH3:14])([CH:15]([CH3:16])[CH3:17])[CH:18]([CH3:19])[CH3:20])[c:5]2[cH:6][cH:7][cH:8][cH:9][c:10]12. RXN SMILES: F[C:2]1[C:11]([CH:12]=[O:13])=[CH:10][C:5]2[C:6]([CH3:9])=[N:7][O:8][C:4]=2[C:3]=1[F:14].[CH3:15][C@H:16]1[CH2:21][C@@H:20]([CH3:22])[CH2:19][NH:18][CH2:17]1>>[CH3:15][C@H:16]1[CH2:21][C@@H:20]([CH3:22])[CH2:19][N:18]([C:2]2[C:11]([CH:12]=[O:13])=[CH:10][C:5]3[C:6]([CH3:9])=[N:7][O:8][C:4]=3[C:3]=2[F:14])[CH2:17]1. The product is C[C@@H]1CN(C[C@@H](C1)C)C1=C(C2=C(C(=NO2)C)C=C1C=O)F (6-((3S,5R)-3,5-dimethylpiperidin-1-yl)-7-fluoro-3-methylbenzo[d]isoxazole-5-carbaldehyde). Procedure details: Starting materials: 6,7-difluoro-3-methylbenzo[d]isoxazole-5-carbaldehyde (Intermediate 374) and (3S,5R)-3,5-dimethylpiperidine (HCl Salt). Starting materials: FC1=C(C2=C(C(=NO2)C)C=C1C=O)F (6,7-difluoro-3-methylbenzo[d]isoxazole-5-carbaldehyde), FC1=C(C2=C(C(=NO2)C)C=C1C=O)F (6,7-difluoro-3-methylbenzo[d]isoxazole-5-carbaldehyde), C[C@@H]1CNC[C@@H](C1)C ((3S,5R)-3,5-dimethylpiperidine).